Dataset: the Open Reaction Database (ORD), a public repository of structured organic reaction records. Task: describe an organic reaction: reactants, conditions, products, and yield Starting materials: COC=1C(=C(C(=O)OCC(Cl)(Cl)Cl)C(=C(C1)OC)C)C (2,2,2-trichloroethyl 3,5-dimethoxy-2,6-dimethylbenzoate). The solvent is C(Cl)Cl (methylene chloride). Reaction conditions: temperature 0 celsius, time 2.5 hour. The product is OC=1C(=C(C(=O)OCC(Cl)(Cl)Cl)C(=C(C1)O)C)C (2,2,2-trichloroethyl 3,5-dihydroxy-2,6-dimethylbenzoate). RXN SMILES: C[O:2][C:3]1[C:4]([CH3:20])=[C:5]([C:14]([CH3:19])=[C:15]([O:17]C)[CH:16]=1)[C:6]([O:8][CH2:9][C:10]([Cl:13])([Cl:12])[Cl:11])=[O:7]>C(Cl)Cl>[OH:2][C:3]1[C:4]([CH3:20])=[C:5]([C:14]([CH3:19])=[C:15]([OH:17])[CH:16]=1)[C:6]([O:8][CH2:9][C:10]([Cl:11])([Cl:12])[Cl:13])=[O:7]. Procedure details: A solution of 2.73 g of 2,2,2-trichloroethyl 3,5-dimethoxy-2,6-dimethylbenzoate in 8 ml of methylene chloride was cooled to -78° C., whereupon the dissolved material partly precipitated. To the stirred mixture a solution of 6.01 g of boron tribromide in 8 ml of methylene chloride was added dropwise within 20 minutes. During the addition a clear solution formed, but later on a precipitate formed again. After stirring for 10 minutes at -78° C. and for 2.5 hours at 0° C., the reaction mixture was p... Starting materials: Brc1ccc(I)cc1, Cc1ccccc1, [Na+], [Na+], O=C([O-])[O-], [Pd], OB(O)c1cccc2ccccc12, c1ccc(P(c2ccccc2)c2ccccc2)cc1, c1ccc(P(c2ccccc2)c2ccccc2)cc1, c1ccc(P(c2ccccc2)c2ccccc2)cc1, c1ccc(P(c2ccccc2)c2ccccc2)cc1. Yields the product Brc1ccc(-c2cccc3ccccc23)cc1. As a reaction SMILES: [Br:14][c:15]1[cH:16][cH:17][c:18]([I:21])[cH:19][cH:20]1.[CH3:105][c:106]1[cH:107][cH:108][cH:109][cH:110][cH:111]1.[Na+:22].[Na+:23].[O-:24][C:25](=[O:26])[O-:27].[Pd:28].[c:1]1([B:11]([OH:12])[OH:13])[cH:2][cH:3][cH:4][c:5]2[cH:6][cH:7][cH:8][cH:9][c:10]12.[c:29]1([P:30]([c:31]2[cH:32][cH:33][cH:34][cH:35][cH:36]2)[c:37]2[cH:38][cH:39][cH:40][cH:41][cH:42]2)[cH:43][cH:44][cH:45][cH:46][cH:47]1.[c:48]1([P:49]([c:50]2[cH:51][cH:52][cH:53][cH:54][cH:55]2)[c:56]2[cH:57][cH:58][cH:59][cH:60][cH:61]2)[cH:62][cH:63][cH:64][cH:65][cH:66]1.[c:67]1([P:68]([c:69]2[cH:70][cH:71][cH:72][cH:73][cH:74]2)[c:75]2[cH:76][cH:77][cH:78][cH:79][cH:80]2)[cH:81][cH:82][cH:83][cH:84][cH:85]1.[c:86]1([P:87]([c:88]2[cH:89][cH:90][cH:91][cH:92][cH:93]2)[c:94]2[cH:95][cH:96][cH:97][cH:98][cH:99]2)[cH:100][cH:101][cH:102][cH:103][cH:104]1>>[c:1]1(-[c:18]2[cH:17][cH:16][c:15]([Br:14])[cH:20][cH:19]2)[cH:2][cH:3][cH:4][c:5]2[cH:6][cH:7][cH:8][cH:9][c:10]12. Reactants: IC=CC(CCCCC)=O (1-iodo-1-octen-3-one), [Cl-].[NH4+] (ammonium chloride), [Mg] (magnesium), CI (methyl iodide). The solvent is CCOCC (ether), CCOCC (ether), CCOCC (ether). Run at time 1 hour. The product is OC(C=CI)(CCCCC)C (3-hydroxy-1-iodo-3-methyl-1-octene). Yield: 86.9%. As a reaction SMILES: [Mg].[CH3:2]I.[I:4][CH:5]=[CH:6][C:7](=[O:13])[CH2:8][CH2:9][CH2:10][CH2:11][CH3:12].[Cl-].[NH4+]>CCOCC>[OH:13][C:7]([CH3:2])([CH2:8][CH2:9][CH2:10][CH2:11][CH3:12])[CH:6]=[CH:5][I:4] |f:3.4|. Procedure: To a Grignard solution prepared from 1.05 g (0.41 moles) of magnesium and 6.2 g (0.435 moles) of methyl iodide in 30 ml of dry ether under argon is added dropwise 10 g of 1-iodo-1-octen-3-one (Example 183) in 45 ml of ether. The resulting solution is stirred at ambient temperature for one hour. After the addition of 75 ml of saturated ammonium chloride the ether layer is separated and the aqueous layer is separated and the aqueous layer is extracted several times with ether. The combined ether e... The reactants are Brc1ccc(OCCN2CCOCC2)cc1, COC(C)(C)C, COCCOC, OB(O)Oc1ccc(F)nc1, [Na+], [Na+], O=C([O-])[O-], c1ccc(P(c2ccccc2)(c2ccccc2)[Pd](P(c2ccccc2)(c2ccccc2)c2ccccc2)(P(c2ccccc2)(c2ccccc2)c2ccccc2)P(c2ccccc2)(c2ccccc2)c2ccccc2)cc1. Product: Fc1ccc(-c2ccc(OCCN3CCOCC3)cc2)cn1. Reaction SMILES: [Br:12][c:13]1[cH:14][cH:15][c:16]([O:17][CH2:18][CH2:19][N:20]2[CH2:21][CH2:22][O:23][CH2:24][CH2:25]2)[cH:26][cH:27]1.[C:34]([O:35][CH3:36])([CH3:37])([CH3:38])[CH3:39].[CH3:40][O:41][CH2:42][CH2:43][O:44][CH3:45].[F:1][c:2]1[cH:3][cH:4][c:5]([O:8][B:9]([OH:10])[OH:11])[cH:6][n:7]1.[Na+:28].[Na+:29].[O-:30][C:31](=[O:32])[O-:33].[cH:46]1[cH:47][cH:48][c:49]([P:50]([Pd:51]([P:52]([c:53]2[cH:54][cH:55][cH:56][cH:57][cH:58]2)([c:59]2[cH:60][cH:61][cH:62][cH:63][cH:64]2)[c:65]2[cH:66][cH:67][cH:68][cH:69][cH:70]2)([P:71]([c:72]2[cH:73][cH:74][cH:75][cH:76][cH:77]2)([c:78]2[cH:79][cH:80][cH:81][cH:82][cH:83]2)[c:84]2[cH:85][cH:86][cH:87][cH:88][cH:89]2)[P:90]([c:91]2[cH:92][cH:93][cH:94][cH:95][cH:96]2)([c:97]2[cH:98][cH:99][cH:100][cH:101][cH:102]2)[c:103]2[cH:104][cH:105][cH:106][cH:107][cH:108]2)([c:109]2[cH:110][cH:111][cH:112][cH:113][cH:114]2)[c:115]2[cH:116][cH:117][cH:118][cH:119][cH:120]2)[cH:121][cH:122]1>>[F:1][c:2]1[cH:3][cH:4][c:5](-[c:13]2[cH:14][cH:15][c:16]([O:17][CH2:18][CH2:19][N:20]3[CH2:21][CH2:22][O:23][CH2:24][CH2:25]3)[cH:26][cH:27]2)[cH:6][n:7]1. Reactants: C(CCl)Cl (ethylene dichloride), C(C)C=1C=C(C=CC1)O (3-ethylphenol), C1=C(C=CC=C1O)C (m-cresol). The product is desired product, C(C)C=1C=C(C=2C(CCC(C2C1)(C)C)(C)C)O (3-ethyl-1-hydroxy-5,5,8,8-tetramethyl-5,6,7,8-tetrahydronaphthalene). Yield: 66.0%. Reaction SMILES: [CH2:1]([C:3]1[CH:4]=[C:5]([OH:9])[CH:6]=[CH:7][CH:8]=1)[CH3:2].[CH:10]1[C:15](O)=[CH:14][CH:13]=[CH:12][C:11]=1[CH3:17].[CH2:18](Cl)CCl>>[CH2:1]([C:3]1[CH:4]=[C:5]([OH:9])[C:6]2[C:11]([CH3:10])([CH3:17])[CH2:12][CH2:13][C:14]([CH3:15])([CH3:18])[C:7]=2[CH:8]=1)[CH3:2]. Reported procedure: Employing procedures and materials similar to those described in Example 1, except that 3-ethylphenol was substituted for m-cresol, and the reaction was carried out in the presence of ethylene dichloride as solvent, there was obtained the desired product, 3-ethyl-1-hydroxy-5,5,8,8-tetramethyl-5,6,7,8-tetrahydronaphthalene 66% theor., GLC purity 99%+, exhibiting the expected spectral data. Starting materials: C1(=CC=CC=C1)S(=O)(=O)N1CCC(CC1)C(C1=CC=C(C=C1)F)=O (N-benzenesulfonyl-4-(p-fluorobenzoyl)piperidine), C(C1=CC=CC=C1)N (benzylamine), C1(=CC=CC=C1)S(=O)(=O)O (benzenesulfonic acid). Run in C1(=CC=CC=C1)C (toluene). Run at time 134.5 hour. Product: FC1=CC=C(C=C1)C(=NCC1=CC=CC=C1)C1CCN(CC1)S(=O)(=O)C1=CC=CC=C1 (α-(4-Fluorophenyl)-N-(phenylmethyl)-1-(phenylsulfonyl)-4-piperidinemethanimine). Isolated yield 77.1%. Reaction SMILES: [C:1]1([S:7]([N:10]2[CH2:15][CH2:14][CH:13]([C:16](=O)[C:17]3[CH:22]=[CH:21][C:20]([F:23])=[CH:19][CH:18]=3)[CH2:12][CH2:11]2)(=[O:9])=[O:8])[CH:6]=[CH:5][CH:4]=[CH:3][CH:2]=1.[CH2:25]([NH2:32])[C:26]1[CH:31]=[CH:30][CH:29]=[CH:28][CH:27]=1.C1(S(O)(=O)=O)C=CC=CC=1>C1(C)C=CC=CC=1>[F:23][C:20]1[CH:21]=[CH:22][C:17]([C:16]([CH:13]2[CH2:14][CH2:15][N:10]([S:7]([C:1]3[CH:6]=[CH:5][CH:4]=[CH:3][CH:2]=3)(=[O:9])=[O:8])[CH2:11][CH2:12]2)=[N:32][CH2:25][C:26]2[CH:31]=[CH:30][CH:29]=[CH:28][CH:27]=2)=[CH:18][CH:19]=1. Procedure: A mixture of 10.32 g (0.0297 mol) of N-benzenesulfonyl-4-(p-fluorobenzoyl)piperidine, 5.4 g (0.0505 mol) of benzylamine and 0.5 g (0.0032 mol) of benzenesulfonic acid in 500 mL of toluene was heated at reflux. Water was removed from the reaction mixture with a Dean-Stark trap. After 134.5 h, the solvent was removed in vacuo, and the residue was partitioned between CH2Cl2 and dilute NaOH. The CH2Cl2 solution was dried (MgSO4), the volume was reduced to 100 mL, and 200 mL of ether was added. A pre... RXN SMILES: [CH2:1]([c:2]1[cH:3][cH:4][cH:5][cH:6][cH:7]1)[N:8]([c:9]1[c:10]([F:16])[cH:11][c:12]([F:15])[cH:13][cH:14]1)[CH2:17][c:18]1[cH:19][cH:20][cH:21][cH:22][cH:23]1.[CH2:24]([Li:25])[CH2:26][CH2:27][CH3:28].[CH3:29][N:30]([CH:31]=[O:32])[CH3:33].[O:35]1[CH2:36][CH2:37][CH2:38][CH2:39]1.[OH2:34]>>[CH2:1]([c:2]1[cH:3][cH:4][cH:5][cH:6][cH:7]1)[N:8]([c:9]1[c:10]([F:16])[c:11]([CH:31]=[O:32])[c:12]([F:15])[cH:13][cH:14]1)[CH2:17][c:18]1[cH:19][cH:20][cH:21][cH:22][cH:23]1. The product is O=Cc1c(F)ccc(N(Cc2ccccc2)Cc2ccccc2)c1F. Starting materials: Fc1ccc(N(Cc2ccccc2)Cc2ccccc2)c(F)c1, [Li]CCCC, CN(C)C=O, C1CCOC1, O. Starting materials: OC1=CC2=C(N=C(O2)N2CCC(CC2)CCC(C)NC(C)=O)C=C1 (N-{3-[1-(6-hydroxy-1,3-benzoxazol-2-yl)piperidin-4-yl]-1-methylpropyl}acetamide), C([O-])([O-])=O.[K+].[K+] (potassium carbonate), BrCC1CC1 ((bromomethyl)cyclopropane). The solvent is CN(C)C=O (DMF), C(C)(=O)OCC (ethyl acetate). Conditions: temperature 100 celsius, time 6 hour. Yields the product C1(CC1)COC1=CC2=C(N=C(O2)N2CCC(CC2)CCC(C)NC(C)=O)C=C1 (N-(3-{1-[6-(cyclopropylmethoxy)-1,3-benzoxazol-2-yl]piperidin-4-yl}-1-methylpropyl)acetamide). Isolated yield 54.9%. Reaction SMILES: [OH:1][C:2]1[CH:24]=[CH:23][C:5]2[N:6]=[C:7]([N:9]3[CH2:14][CH2:13][CH:12]([CH2:15][CH2:16][CH:17]([NH:19][C:20](=[O:22])[CH3:21])[CH3:18])[CH2:11][CH2:10]3)[O:8][C:4]=2[CH:3]=1.C(=O)([O-])[O-].[K+].[K+].Br[CH2:32][CH:33]1[CH2:35][CH2:34]1>CN(C=O)C.C(OCC)(=O)C>[CH:33]1([CH2:32][O:1][C:2]2[CH:24]=[CH:23][C:5]3[N:6]=[C:7]([N:9]4[CH2:10][CH2:11][CH:12]([CH2:15][CH2:16][CH:17]([NH:19][C:20](=[O:22])[CH3:21])[CH3:18])[CH2:13][CH2:14]4)[O:8][C:4]=3[CH:3]=2)[CH2:35][CH2:34]1 |f:1.2.3|. Reported procedure: To a solution of N-{3-[1-(6-hydroxy-1,3-benzoxazol-2-yl)piperidin-4-yl]-1-methylpropyl}acetamide (0.49 g) in DMF (15 mL) were added potassium carbonate (0.41 g) and (bromomethyl)cyclopropane (0.41 g), and the mixture was stirred at 100° C. for 6 hr. The reaction mixture was allowed to cool to room temperature, and diluted with ethyl acetate. The extract was washed with saturated brine and dried over anhydrous sodium sulfate. The solvent was evaporated under reduced pressure and the residue was p... Starting materials: CN[C@@H]1C[C@H]2O[C@@](C)([C@@H]1OC)n1c3ccccc3c3c4c(c5c6ccccc6n2c5c31)C(=O)NC4 (staurosporine), CC(C)n1c(C=O)nc2ccccc12. Reagents/catalysts: CC(C)[O-].CC(C)[O-].CC(C)[O-].CC(C)[O-].[Ti+4] (Ti(OiPr)4), CC(=O)O (acetic acid), CC(=O)O[BH-](OC(C)=O)OC(C)=O.[Na+] (Sodium triacetoxyborohydride). Run in CN1CCCC1=O (NMP), CN1CCCC1=O (NMP), CN1CCCC1=O (NMP), CN1CCCC1=O (NMP), CN1CCCC1=O (NMP), CN1CCCC1=O (NMP), CN1CCCC1=O (NMP). Run at temperature 22 celsius, time 18 hour. The product is CO[C@@H]1[C@@H](C[C@H]2O[C@]1(C)n3c4ccccc4c5c6CNC(=O)c6c7c8ccccc8n2c7c35)N(C)Cc9nc%10ccccc%10n9C(C)C, CN[C@@H]1C[C@H]2O[C@@](C)([C@@H]1OC)n1c3ccccc3c3c4c(c5c6ccccc6n2c5c31)C(=O)NC4 (Staurosporine), CC(C)n1c(C=O)nc2ccccc12.